Dataset: the Open Reaction Database (ORD), a public repository of structured organic reaction records. Task: describe an organic reaction: reactants, conditions, products, and yield Reactants: CC(C)(C)OC(=O)N1CCC(COS(C)(=O)=O)CC1, [H-], [Na+], CN(C)C=O, c1cn[nH]c1. Yields the product CC(C)(C)OC(=O)N1CCC(Cn2cccn2)CC1. RXN SMILES: [CH3:8][S:9]([O:10][CH2:13][CH:14]1[CH2:15][CH2:16][N:17]([C:20](=[O:21])[O:22][C:23]([CH3:24])([CH3:25])[CH3:26])[CH2:18][CH2:19]1)(=[O:11])=[O:12].[H-:6].[Na+:7].[O:27]=[CH:28][N:29]([CH3:30])[CH3:31].[nH:1]1[n:2][cH:3][cH:4][cH:5]1>>[n:1]1([CH2:13][CH:14]2[CH2:15][CH2:16][N:17]([C:20](=[O:21])[O:22][C:23]([CH3:24])([CH3:25])[CH3:26])[CH2:18][CH2:19]2)[n:2][cH:3][cH:4][cH:5]1. Reactants: O=C([O-])[O-], CS(C)=O, [Cs+], [Cs+], Cc1cc(-c2cccnc2F)ccn1, Nc1ccc(O)cc1, O. Yields the product Cc1cc(-c2cccnc2Oc2ccc(N)cc2)ccn1. RXN SMILES: [C:23](=[O:24])([O-:25])[O-:26].[CH3:29][S:30](=[O:31])[CH3:32].[Cs+:27].[Cs+:28].[F:1][c:2]1[n:3][cH:4][cH:5][cH:6][c:7]1-[c:8]1[cH:9][c:10]([CH3:14])[n:11][cH:12][cH:13]1.[NH2:15][c:16]1[cH:17][cH:18][c:19]([OH:20])[cH:21][cH:22]1.[OH2:33]>>[c:2]1([O:20][c:19]2[cH:18][cH:17][c:16]([NH2:15])[cH:22][cH:21]2)[n:3][cH:4][cH:5][cH:6][c:7]1-[c:8]1[cH:9][c:10]([CH3:14])[n:11][cH:12][cH:13]1. Starting materials: [OH-].[OH-].C1(=CC=CC=C1)[B+2] (phenylboron dihydroxide), [F-].[K+] (potassium fluoride), teflon, aryl chloride, ClC1=C(CC#N)C=CC=C1 (2-chlorobenzyl cyanide). The reagents and catalysts are C(C)(=O)[O-].[Pd+2].C(C)(=O)[O-] (palladium acetate), C(C)(C)(C)P(C1=C(C=CC=C1)C1=CC=CC=C1)C(C)(C)C (2-(di-tert-butylphosphino)biphenyl). The solvent is C1CCOC1 (THF). Yields the product C(#N)CC1=C(C=CC=C1)C1=CC=CC=C1 (2-cyanomethylbiphenyl). Isolated yield 92.1%. As a reaction SMILES: [OH-].[OH-].[C:3]1([B+2])[CH:8]=[CH:7][CH:6]=[CH:5][CH:4]=1.[F-].[K+].Cl[C:13]1[CH:21]=[CH:20][CH:19]=[CH:18][C:14]=1[CH2:15][C:16]#[N:17]>C([O-])(=O)C.[Pd+2].C([O-])(=O)C.C(P(C(C)(C)C)C1C=CC=CC=1C1C=CC=CC=1)(C)(C)C.C1COCC1>[C:16]([CH2:15][C:14]1[CH:18]=[CH:19][CH:20]=[CH:21][C:13]=1[C:3]1[CH:8]=[CH:7][CH:6]=[CH:5][CH:4]=1)#[N:17] |f:0.1.2,3.4,6.7.8|. Procedure: An oven dried resealable Schlenk tube was evacuated and backfilled with argon and charged with palladium acetate (2.2 mg, 0.01 mmol, 1.0 mol %), 2-(di-tert-butylphosphino)biphenyl (6.0 mg, 0.020 mmol, 2.0 mol %), phenylboron dihydroxide (183 mg, 1.5 mmol), and potassium fluoride (174 mg, 3.0 mmol). The tube was evacuated and backfilled with argon, and THF (1 mL) and 2-chlorobenzyl cyanide (152 mg, 1.0 mmol) were added through a rubber septum. The tube was sealed with a teflon screwcap, and the r...